Dataset: the Open Reaction Database (ORD), a public repository of structured organic reaction records. Task: describe an organic reaction: reactants, conditions, products, and yield Starting materials: C#Cc1ccc(NC)c([N+](=O)[O-])c1, [Cu]I, COc1ccc2nc(I)sc2c1. Product: CNc1ccc(C#Cc2nc3ccc(OC)cc3s2)cc1[N+](=O)[O-]. Reaction SMILES: [C:13](#[CH:14])[c:15]1[cH:16][c:17]([N+:23](=[O:24])[O-:25])[c:18]([NH:19][CH3:20])[cH:21][cH:22]1.[Cu:26][I:27].[I:1][c:2]1[s:3][c:4]2[c:5]([n:6]1)[cH:7][cH:8][c:9]([O:11][CH3:12])[cH:10]2>>[c:2]1([C:14]#[C:13][c:15]2[cH:16][c:17]([N+:23](=[O:24])[O-:25])[c:18]([NH:19][CH3:20])[cH:21][cH:22]2)[s:3][c:4]2[c:5]([n:6]1)[cH:7][cH:8][c:9]([O:11][CH3:12])[cH:10]2. Starting materials: CCOC(=O)Cc1ccc(OC)c(Oc2ccc(C(F)(F)F)cc2CBr)c1, CC1NC(=O)OC1c1ccccc1. Product: CCOC(=O)Cc1ccc(OC)c(Oc2ccc(C(F)(F)F)cc2CN2C(=O)OC(c3ccccc3)C2C)c1. Reaction SMILES: [CH2:1]([CH3:2])[O:3][C:4]([CH2:5][c:6]1[cH:7][c:8]([O:14][c:15]2[c:16]([CH2:25][Br:26])[cH:17][c:18]([C:21]([F:22])([F:23])[F:24])[cH:19][cH:20]2)[c:9]([O:12][CH3:13])[cH:10][cH:11]1)=[O:27].[CH3:28][CH:29]1[NH:30][C:31](=[O:40])[O:32][CH:33]1[c:34]1[cH:35][cH:36][cH:37][cH:38][cH:39]1>>[CH2:1]([CH3:2])[O:3][C:4]([CH2:5][c:6]1[cH:7][c:8]([O:14][c:15]2[c:16]([CH2:25][N:30]3[CH:29]([CH3:28])[CH:33]([c:34]4[cH:35][cH:36][cH:37][cH:38][cH:39]4)[O:32][C:31]3=[O:40])[cH:17][c:18]([C:21]([F:22])([F:23])[F:24])[cH:19][cH:20]2)[c:9]([O:12][CH3:13])[cH:10][cH:11]1)=[O:27].